This data is from the Open Reaction Database (ORD), a public repository of structured organic reaction records. The task is: describe an organic reaction: reactants, conditions, products, and yield Reactants: C1(=C2C(=CN=N1)C=NC=C2)O (pyrido[3,4-d]pyridazin-1-ol), P(=O)(Br)(Br)Br (phosphorus oxybromide), O=P(Cl)(Cl)Cl (POCl3). The product is ClC1=C2C(=CN=N1)C=NC=C2 (1-Chloropyrido[3,4-d]pyridazine). RXN SMILES: [C:1]1(O)[N:6]=[N:5][CH:4]=[C:3]2[CH:7]=[N:8][CH:9]=[CH:10][C:2]=12.P(Br)(Br)(Br)=O.O=P(Cl)(Cl)[Cl:19]>>[Cl:19][C:1]1[N:6]=[N:5][CH:4]=[C:3]2[CH:7]=[N:8][CH:9]=[CH:10][C:2]=12. Reported procedure: A flask was charged with pyrido[3,4-d]pyridazin-1-ol (0.080 g, 0.54 mmol) (see Brzezinski, J. Z.; Bzowski, H. B.; Epsztajin, J. Tetrahedron, 1996, 52, 3261-72) and phosphorus oxybromide (0.62 g, 2.2 mmol) and heated at 80 C 2:30pm. Solid still stuck to walls of flask so 3 mL POCl3 was added and refluxed 4 h and the mixture concentrated in-vacuo. The mixture was quenched with ice and sat NaHCO3 and the brown solid collected. The solid is a mixture of the title compound and 1-bromopyrido[3,4-d]pyr...